From a dataset of the Open Reaction Database (ORD), a public repository of structured organic reaction records. describe an organic reaction: reactants, conditions, products, and yield Reactants: C(C)C=1C=C2C=CC(=CC2=CC1)C(=O)CN1C=NC=C1 (1-[(6-ethyl-2-naphthoyl)methyl]imidazole), C([O-])([O-])=O.[K+].[K+] (potassium carbonate), C(CO)O (ethylene glycol), C1(=CC=C(C=C1)S(=O)(=O)O)C (p-toluenesulfonic acid). Run in C(C)(=O)OCC (ethyl acetate), C1(=CC=CC=C1)C (toluene). Yields the product C1OC(CN2C=NC=C2)(C2=CC3=CC=C(C=C3C=C2)CC)OC1 (1-[2,2-ethylenedioxy-2-(6-ethyl-2-naphthyl)ethyl]imidazole). RXN SMILES: [CH2:1]([C:3]1[CH:4]=[C:5]2[C:10](=[CH:11][CH:12]=1)[CH:9]=[C:8]([C:13]([CH2:15][N:16]1[CH:20]=[CH:19][N:18]=[CH:17]1)=[O:14])[CH:7]=[CH:6]2)[CH3:2].[CH2:21](O)[CH2:22][OH:23].C1(C)C=CC(S(O)(=O)=O)=CC=1.C(=O)([O-])[O-].[K+].[K+]>C(OCC)(=O)C.C1(C)C=CC=CC=1>[CH2:21]1[CH2:22][O:23][C:13]([C:8]2[CH:7]=[CH:6][C:5]3[C:10](=[CH:11][CH:12]=[C:3]([CH2:1][CH3:2])[CH:4]=3)[CH:9]=2)([CH2:15][N:16]2[CH:20]=[CH:19][N:18]=[CH:17]2)[O:14]1 |f:3.4.5|. Reported procedure: A mixture of 0.7 g. of 1-[(6-ethyl-2-naphthoyl)methyl]imidazole, 4 ml of ethylene glycol and 1.3 g. of anhydrous p-toluenesulfonic acid in 50 ml. of toluene is heated overnight under reflux through a Dean-Stark trap. The trap is then replaced by a separatory funnel containing 4 A molecular sieves and heating is continued for a further day. After cooling, the mixture is treated with 100 ml. of ethyl acetate, neutralized by pouring into excess aqueous potassium carbonate and the organic phase sepa...